From a dataset of the Open Reaction Database (ORD), a public repository of structured organic reaction records. describe an organic reaction: reactants, conditions, products, and yield The reactants are C#CCBr, CC(C)=O, [K+], [K+], O=C([O-])[O-], O=c1c2ccccc2oc2ccc(O)cc12. Yields the product CC#COc1ccc2oc3ccccc3c(=O)c2c1. RXN SMILES: [CH2:23]([C:24]#[CH:25])[Br:26].[CH3:27][C:28](=[O:29])[CH3:30].[K+:17].[K+:18].[O-:19][C:20]([O-:21])=[O:22].[OH:1][c:2]1[cH:3][c:4]2[c:5](=[O:16])[c:6]3[cH:7][cH:8][cH:9][cH:10][c:11]3[o:12][c:13]2[cH:14][cH:15]1>>[O:1]([c:2]1[cH:3][c:4]2[c:5](=[O:16])[c:6]3[cH:7][cH:8][cH:9][cH:10][c:11]3[o:12][c:13]2[cH:14][cH:15]1)[C:23]#[C:24][CH3:25]. The reactants are N1CCOCC1 (morpholine), FC(S(=O)(=O)C1=CC=C(C#N)C=C1)(F)F (4-[(trifluoromethyl)sulfonyl] benzonitrile), FC(S(=O)(=O)C1=CC=C(C#N)C=C1)(F)F (4-[(trifluoromethyl)sulfonyl]benzonitrile). Solvent: O (Water). Run at temperature 120 celsius. Yields the product N1(CCOCC1)C1=CC=C(C#N)C=C1 (4-(4-morpholinyl) Benzonitrile). Isolated yield 52.0%. RXN SMILES: [NH:1]1[CH2:6][CH2:5][O:4][CH2:3][CH2:2]1.FC(F)(F)S([C:12]1[CH:19]=[CH:18][C:15]([C:16]#[N:17])=[CH:14][CH:13]=1)(=O)=O>O>[N:1]1([C:12]2[CH:19]=[CH:18][C:15]([C:16]#[N:17])=[CH:14][CH:13]=2)[CH2:6][CH2:5][O:4][CH2:3][CH2:2]1. Procedure: A mixture of morpholine (3 g, 34 mmol) and the freshly prepared 4-[(trifluoromethyl)sulfonyl] benzonitrile (1.2 g, 5.1 mmol, Ref.: A. M. Echavarren and J. K. Stille, J. Am. Chem. Soc. 1987, 109, 5478-5486.), is heated at 120° C. The conversion of the 4-[(trifluoromethyl)sulfonyl]benzonitrile is complete after 20 hours. Water (10 ml) is than added into the reaction mixture. The precipitate is filtered off, washed with water and dried under vacuum (30° C.). Recrystallisation (50% aqueous ethanol) ... Starting materials: ClC1=NC=NC(=C1SC)CSC (4-chloro-5-methylthio-6-methylthiomethylpyrimidine), CC1=C(OCCN)C=CC(=C1)C (2-(2,4-dimethylphenoxy)ethylamine). The solvent is O.C(Cl)Cl (water methylene chloride). The product is CC1=C(OCCNC2=NC=NC(=C2SC)CSC)C=CC(=C1)C (4-[2-(2,4-dimethylphenoxy)ethyl amino)-5-methylthio-6-methylthiomethylpyrimidine). Isolated yield 47.2%. RXN SMILES: Cl[C:2]1[C:7]([S:8][CH3:9])=[C:6]([CH2:10][S:11][CH3:12])[N:5]=[CH:4][N:3]=1.[CH3:13][C:14]1[CH:23]=[C:22]([CH3:24])[CH:21]=[CH:20][C:15]=1[O:16][CH2:17][CH2:18][NH2:19]>O.C(Cl)Cl>[CH3:13][C:14]1[CH:23]=[C:22]([CH3:24])[CH:21]=[CH:20][C:15]=1[O:16][CH2:17][CH2:18][NH:19][C:2]1[C:7]([S:8][CH3:9])=[C:6]([CH2:10][S:11][CH3:12])[N:5]=[CH:4][N:3]=1 |f:2.3|. Procedure: 4.4 g (0.02 mol) of 4-chloro-5-methylthio-6-methylthiomethylpyrimidine and 7.4 g (0.045 mol) of 2-(2,4-dimethylphenoxy)ethylamine were heated for 2 hours at 100° C. The mixture was worked up using a water/methylene chloride mixture, and the organic phase was dried and concentrated. The crude product was purified by chromatography on silica gel (mobile phase, ethyl acetate/methanol (19:1)). 3.3 g (47.2% of theory) of 4-[2-(2,4-dimethylphenoxy)ethyl amino)-5-methylthio-6-methylthiomethylpyrimidine...